The task is: describe an organic reaction: reactants, conditions, products, and yield. This data is from the Open Reaction Database (ORD), a public repository of structured organic reaction records. Reactants: CO (methanol), CO (methanol), C(C)(C)(C)OC(N(C1CCN(CC1)C(C(F)(F)F)=O)CCSC=1SC=CC1)=O (tert-butyl(2-(2-thienylthio)ethyl)(1-(trifluoroacetyl) piperidin-4-yl)carbamate), C([O-])([O-])=O.[K+].[K+] (potassium carbonate). Solvent: O1CCCC1 (tetrahydrofuran), O (water), O (water), C(C)(=O)OCC (ethyl acetate). Reaction conditions: time 20 minute. Product: C(C)(C)(C)OC(N(CCSC=1SC=CC1)C1CCNCC1)=O (tert-butyl(piperidin-4-yl)(2-(2-thienylthio)ethyl)carbamate). RXN SMILES: CO.[C:3]([O:7][C:8](=[O:30])[N:9]([CH2:22][CH2:23][S:24][C:25]1[S:26][CH:27]=[CH:28][CH:29]=1)[CH:10]1[CH2:15][CH2:14][N:13](C(=O)C(F)(F)F)[CH2:12][CH2:11]1)([CH3:6])([CH3:5])[CH3:4].C(=O)([O-])[O-].[K+].[K+]>O.C(OCC)(=O)C.O1CCCC1>[C:3]([O:7][C:8](=[O:30])[N:9]([CH:10]1[CH2:11][CH2:12][NH:13][CH2:14][CH2:15]1)[CH2:22][CH2:23][S:24][C:25]1[S:26][CH:27]=[CH:28][CH:29]=1)([CH3:6])([CH3:4])[CH3:5] |f:2.3.4|. Procedure details: To 1 mL of a methanol solution containing 66 mg of tert-butyl(2-(2-thienylthio)ethyl)(1-(trifluoroacetyl) piperidin-4-yl)carbamate, 0.2 mL of water was added, and 32 mg of potassium carbonate was added under cooling with ice, and the mixture was stirred at a room temperature for 20 minutes. Thereto was added 0.5 mL of methanol, and the mixture was stirred at room temperature for 1 hour and 10 minutes. The reaction mixture was added with 0.6 mL of tetrahydrofuran, and stirred for 10 minutes, and ...